From a dataset of the Open Reaction Database (ORD), a public repository of structured organic reaction records. describe an organic reaction: reactants, conditions, products, and yield The reactants are C1(=CC=CC=C1)N(C(=O)N1[C@H](C[C@@H](CC1)C(=O)N(CCCCC)CCCCC)C(=O)NCCN(CC(=O)N)C(=O)OCC1=CC=CC=C1)C1=CC=CC=C1 (trans 1-(N,N-diphenylaminocarbonyl)-2-(RS)-(2-(N-(benzyloxycarbonyl)-N-(aminocarbonylmethyl)amino)ethylaminocarbonyl)-4-(RS)-(N,N-dipentylaminocarbonyl)piperidine). Reagents/catalysts: [Pd] (palladium on carbon). The solvent is C(C)O (ethanol). Conditions: time 3 hour. The product is C1(=CC=CC=C1)N(C(=O)N1[C@H](C[C@@H](CC1)C(=O)N(CCCCC)CCCCC)C(=O)NCCNCC(=O)N)C1=CC=CC=C1 (Trans 1-(N,N-diphenylaminocarbonyl)-2-(RS)-(2-(N-(aminocarbonylmethyl)amino)ethylaminocarbonyl)-4-(RS)-(N,N-dipentylaminocarbonyl)piperidine). Yield: 86.9%. Reaction SMILES: [C:1]1([N:7]([C:49]2[CH:54]=[CH:53][CH:52]=[CH:51][CH:50]=2)[C:8]([N:10]2[CH2:15][CH2:14][C@@H:13]([C:16]([N:18]([CH2:24][CH2:25][CH2:26][CH2:27][CH3:28])[CH2:19][CH2:20][CH2:21][CH2:22][CH3:23])=[O:17])[CH2:12][C@@H:11]2[C:29]([NH:31][CH2:32][CH2:33][N:34](C(OCC2C=CC=CC=2)=O)[CH2:35][C:36]([NH2:38])=[O:37])=[O:30])=[O:9])[CH:6]=[CH:5][CH:4]=[CH:3][CH:2]=1>C(O)C.[Pd]>[C:49]1([N:7]([C:1]2[CH:2]=[CH:3][CH:4]=[CH:5][CH:6]=2)[C:8]([N:10]2[CH2:15][CH2:14][C@@H:13]([C:16]([N:18]([CH2:19][CH2:20][CH2:21][CH2:22][CH3:23])[CH2:24][CH2:25][CH2:26][CH2:27][CH3:28])=[O:17])[CH2:12][C@@H:11]2[C:29]([NH:31][CH2:32][CH2:33][NH:34][CH2:35][C:36]([NH2:38])=[O:37])=[O:30])=[O:9])[CH:54]=[CH:53][CH:52]=[CH:51][CH:50]=1. Reported procedure: A solution of 0.055 g (0.074 mmole) of trans 1-(N,N-diphenylaminocarbonyl)-2-(RS)-(2-(N-(benzyloxycarbonyl)-N-(aminocarbonylmethyl)amino)ethylaminocarbonyl)-4-(RS)-(N,N-dipentylaminocarbonyl)piperidine (prepared in Example 3, Step D above) in 5 mL of ethanol was treated with 32 mg of 10% palladium on carbon and the resulting slurry was then stirred under an atmosphere of hydrogen for 3 hr. The mixture was then filtered through a cake of Celite, the cake was washed with 100 mL of ethanol, and the... Reactants: CCOC(=O)CBr, O=C([O-])[O-], CC(C)=O, [Cs+], [Cs+], O=C1Nc2ccccc2C12COc1cc3c(cc12)CCO3. Yields the product CCOC(=O)CN1C(=O)C2(COc3cc4c(cc32)CCO4)c2ccccc21. RXN SMILES: [Br:22][CH2:23][C:24](=[O:25])[O:26][CH2:27][CH3:28].[C:29](=[O:30])([O-:31])[O-:32].[CH3:35][C:36](=[O:37])[CH3:38].[Cs+:33].[Cs+:34].[NH:1]1[C:2](=[O:21])[C:3]2([c:4]3[c:5]([cH:8][c:9]4[c:13]([cH:14]3)[CH2:12][CH2:11][O:10]4)[O:6][CH2:7]2)[c:15]2[cH:16][cH:17][cH:18][cH:19][c:20]21>>[N:1]1([CH2:23][C:24](=[O:25])[O:26][CH2:27][CH3:28])[C:2](=[O:21])[C:3]2([c:4]3[c:5]([cH:8][c:9]4[c:13]([cH:14]3)[CH2:12][CH2:11][O:10]4)[O:6][CH2:7]2)[c:15]2[cH:16][cH:17][cH:18][cH:19][c:20]21. The reactants are C(C)(C)(C)OC(=O)N1C(OC(C1CC1=CC=CC=C1)CC(C(CC(C)=O)C(=O)OC)C=O)(C)C (4-benzyl-5-(2-formyl-3-methoxycarbonyl-5-oxo-hexyl)-2,2-dimethyl-oxazolidine-3-carboxylic acid tert-butyl ester), O.C1(=CC=C(C=C1)S(=O)(=O)O)C (para-toluenesulfonic acid monohydrate), C(O)([O-])=O.[Na+] (sodium hydrogen carbonate). Solvent: C1(=CC=CC=C1)C (toluene). The product is C(C)(C)(C)OC(=O)N1C(OC(C1CC1=CC=CC=C1)CC1C=CC(CC1C(=O)OC)=O)(C)C (4-benzyl-5-(6-methoxycarbonyl-4-oxo-cyclohex-2-enylmethyl)-2,2-dimethyl-oxazolidine-3-carboxylic acid tert-butyl ester). The yield is 45.7%. Reaction SMILES: [C:1]([O:5][C:6]([N:8]1[CH:12]([CH2:13][C:14]2[CH:19]=[CH:18][CH:17]=[CH:16][CH:15]=2)[CH:11]([CH2:20][CH:21]([CH:31]=O)[CH:22]([C:27]([O:29][CH3:30])=[O:28])[CH2:23][C:24](=[O:26])[CH3:25])[O:10][C:9]1([CH3:34])[CH3:33])=[O:7])([CH3:4])([CH3:3])[CH3:2].O.C1(C)C=CC(S(O)(=O)=O)=CC=1.C(=O)([O-])O.[Na+]>C1(C)C=CC=CC=1>[C:1]([O:5][C:6]([N:8]1[CH:12]([CH2:13][C:14]2[CH:19]=[CH:18][CH:17]=[CH:16][CH:15]=2)[CH:11]([CH2:20][CH:21]2[CH:22]([C:27]([O:29][CH3:30])=[O:28])[CH2:23][C:24](=[O:26])[CH:25]=[CH:31]2)[O:10][C:9]1([CH3:34])[CH3:33])=[O:7])([CH3:3])([CH3:4])[CH3:2] |f:1.2,3.4|. Procedure details: A solution of 4-benzyl-5-(2-formyl-3-methoxycarbonyl-5-oxo-hexyl)-2,2-dimethyl-oxazolidine-3-carboxylic acid tert-butyl ester (13.5 g, 27 mmol) and para-toluenesulfonic acid monohydrate (660 mg, 2.7 mmol) in dry toluene (250 ml), was refluxed for 24 hours using a Dean-Stark apparatus to remove water formed during the reaction. The mixture was then cooled to room temperature and treated with and saturated aqueous sodium hydrogen carbonate solution (20 ml). After dilution with ethyl acetate and br... The reactants are FC1=C(CN(C2=C(C(=CC=C2)NS(=O)(=O)C)C)CC2=CC=C(OC=3C=C(OCCCC(=O)O)C=CC3)C=C2)C=CC(=C1)F (4-(3-{4-[((2,4-difluorobenzyl){2-methyl-3-[(methylsulfonyl)amino]phenyl}amino)methyl]phenoxy}phenoxy)butanoic acid), Cl.NCCCC(=O)OCC (ethyl 4-aminobutyrate hydrochloride). Yields the product FC1=C(CN(C2=C(C(=CC=C2)NS(=O)(=O)C)C)CC2=CC=C(OC=3C=C(OCCCC(=O)NCCCC(=O)O)C=CC3)C=C2)C=CC(=C1)F (4-((4-(3-(4-(((2,4-difluorobenzyl)(2-methyl-3-((methylsulfonyl)amino)phenyl)amino)methyl)phenoxy)phenoxy)butanoyl)amino)butanoic acid). As a reaction SMILES: [F:1][C:2]1[CH:42]=[C:41]([F:43])[CH:40]=[CH:39][C:3]=1[CH2:4][N:5]([CH2:18][C:19]1[CH:38]=[CH:37][C:22]([O:23][C:24]2[CH:25]=[C:26]([CH:34]=[CH:35][CH:36]=2)[O:27][CH2:28][CH2:29][CH2:30][C:31](O)=[O:32])=[CH:21][CH:20]=1)[C:6]1[CH:11]=[CH:10][CH:9]=[C:8]([NH:12][S:13]([CH3:16])(=[O:15])=[O:14])[C:7]=1[CH3:17].Cl.[NH2:45][CH2:46][CH2:47][CH2:48][C:49]([O:51]CC)=[O:50]>>[F:1][C:2]1[CH:42]=[C:41]([F:43])[CH:40]=[CH:39][C:3]=1[CH2:4][N:5]([CH2:18][C:19]1[CH:20]=[CH:21][C:22]([O:23][C:24]2[CH:25]=[C:26]([CH:34]=[CH:35][CH:36]=2)[O:27][CH2:28][CH2:29][CH2:30][C:31]([NH:45][CH2:46][CH2:47][CH2:48][C:49]([OH:51])=[O:50])=[O:32])=[CH:37][CH:38]=1)[C:6]1[CH:11]=[CH:10][CH:9]=[C:8]([NH:12][S:13]([CH3:16])(=[O:14])=[O:15])[C:7]=1[CH3:17] |f:1.2|. Reported procedure: The product from Example 120D and ethyl 4-aminobutyrate hydrochloride was processed as described in Example 104B to provide the title compound. 1H NMR (300 MHz, DMSO-d6) δ8.96 (s, 1 H), 7.83 (t, 1 H), 6.88-7.32 (m, 11 H), 6.68 (m, 1 H), 6.49 (m, 2 H), 4.08 (s, 2 H), 4.05 (s, 2 H), 3.91 (t, 2 H), 3.03 (dd, 2 H), 2.90 (s, 3 H), 2.33 (s, 3 H), 2.19 (t, 4 H), 2.07 (s, 1 H), 1.89 (m, 2 H), 1.59 (m, 2 H); MS (ESI) m/z 696 (M+H+). Starting materials: Cl.C(C)OC(CN)=O (glycine ethyl ester hydrochloride), OC=1C=C(C=CC1)C1=CC(=NN1)C(=O)O (5-(3-hydroxy-phenyl)-1H-pyrazole-3-carboxylic acid), CCN(C(C)C)C(C)C (DIPEA), C=1C=CC2=C(C1)N=NN2O (HOBt), CCN=C=NCCCN(C)C.Cl (EDCI.HCl). Run in CN(C)C=O (DMF), O (water). Run at time 8 hour. Product: C(C)OC(CNC(=O)C1=NNC(=C1)C1=CC(=CC=C1)OCC1=CC=CC=C1)=O ({[5-(3-benzyloxy-phenyl)-1H-pyrazole-3-carbonyl]-amino}-acetic acid ethyl ester). Yield: 41.9%. Reaction SMILES: [OH:1][C:2]1[CH:3]=[C:4]([C:8]2[NH:12][N:11]=[C:10]([C:13]([OH:15])=O)[CH:9]=2)[CH:5]=[CH:6][CH:7]=1.[CH3:16]CN(C(C)C)C(C)C.[CH:25]1[CH:26]=[CH:27][C:28]2N(O)N=N[C:29]=2[CH:30]=1.CCN=C=NCCCN(C)C.Cl.Cl.[CH2:48]([O:50][C:51](=[O:54])[CH2:52][NH2:53])[CH3:49]>CN(C=O)C.O>[CH2:48]([O:50][C:51](=[O:54])[CH2:52][NH:53][C:13]([C:10]1[CH:9]=[C:8]([C:4]2[CH:5]=[CH:6][CH:7]=[C:2]([O:1][CH2:16][C:29]3[CH:28]=[CH:27][CH:26]=[CH:25][CH:30]=3)[CH:3]=2)[NH:12][N:11]=1)=[O:15])[CH3:49] |f:3.4,5.6|. Procedure: To a stirred solution of 5-(3-hydroxy-phenyl)-1H-pyrazole-3-carboxylic acid (1 g, 0.00340 mol) in DMF (5 mL) was added DIPEA (1.976 g, 0.01529 mol), HOBt (0.574 g, 0.00425 mol) and EDCI.HCl (0.814 g, 0.00425 mol) at ambient temperature. After 5 minutes glycine ethyl ester hydrochloride (0.498 g, 0.00357 mol) was added and the resulting mixture was stirred overnight. The reaction mixture was then diluted with cold water. The resulting precipitate was isolated by filtration and dried. The crude pr... Product: N#Cc1c(N)nc(SCc2csc(-c3ccc(Cl)cc3)n2)c(C#N)c1N1CCCCC1. Reactants: C1CCNCC1, CCOC(C)=O, CC(C)=O, [Cl-], CSc1c(C#N)c(N)nc(SCc2csc(-c3ccc(Cl)cc3)n2)c1C#N, [NH4+]. As a reaction SMILES: [CH2:28]1[CH2:29][CH2:30][NH:31][CH2:32][CH2:33]1.[CH3:36][CH2:37][O:38][C:39](=[O:40])[CH3:41].[CH3:42][C:43](=[O:44])[CH3:45].[Cl-:34].[NH2:1][c:2]1[n:3][c:4]([S:14][CH2:15][c:16]2[n:17][c:18](-[c:21]3[cH:22][cH:23][c:24]([Cl:27])[cH:25][cH:26]3)[s:19][cH:20]2)[c:5]([C:12]#[N:13])[c:6]([S:10][CH3:11])[c:7]1[C:8]#[N:9].[NH4+:35]>>[NH2:1][c:2]1[n:3][c:4]([S:14][CH2:15][c:16]2[n:17][c:18](-[c:21]3[cH:22][cH:23][c:24]([Cl:27])[cH:25][cH:26]3)[s:19][cH:20]2)[c:5]([C:12]#[N:13])[c:6]([N:31]2[CH2:30][CH2:29][CH2:28][CH2:33][CH2:32]2)[c:7]1[C:8]#[N:9]. Starting materials: N#CCCl, [Na], CN(C)C=O, O=S(O)c1cccnc1. The product is N#CCS(=O)(=O)c1cccnc1. As a reaction SMILES: [Cl:1][CH2:2][C:3]#[N:4].[Na:5].[O:15]=[CH:16][N:17]([CH3:18])[CH3:19].[n:6]1[cH:7][c:8]([S:12](=[O:13])[OH:14])[cH:9][cH:10][cH:11]1>>[CH2:2]([C:3]#[N:4])[S:12]([c:8]1[cH:7][n:6][cH:11][cH:10][cH:9]1)(=[O:13])=[O:14].